Dataset: the Open Reaction Database (ORD), a public repository of structured organic reaction records. Task: describe an organic reaction: reactants, conditions, products, and yield Starting materials: BrC1=CC=CC2=C1C(N(CC=1N2C=NC1C(=O)O)C)=O (7-bromo-5-methyl-6-oxo-5,6-dihydro-4H-imidazo[1,5-a][1,4]benzodiazepine-3-carboxylic acid), C(=O)(N1C=NC=C1)N1C=NC=C1 (1,1'-carbonyldiimidazole), N (ammonia). The solvent is CN(C=O)C (N,N-dimethylformamide), O (water). Run at time 30 minute. Product: BrC1=CC=CC2=C1C(N(CC=1N2C=NC1C(=O)N)C)=O (7-bromo-5-methyl-6-oxo-5,6-dihydro-4H-imidazo[1,5-a][1,4]benzodiazepine-3-carboxamide). Isolated yield 87.0%. RXN SMILES: [Br:1][C:2]1[C:7]2[C:8](=[O:20])[N:9]([CH3:19])[CH2:10][C:11]3[N:12]([CH:13]=[N:14][C:15]=3[C:16](O)=[O:17])[C:6]=2[CH:5]=[CH:4][CH:3]=1.C(N1C=CN=C1)([N:23]1C=CN=C1)=O.N>CN(C)C=O.O>[Br:1][C:2]1[C:7]2[C:8](=[O:20])[N:9]([CH3:19])[CH2:10][C:11]3[N:12]([CH:13]=[N:14][C:15]=3[C:16]([NH2:23])=[O:17])[C:6]=2[CH:5]=[CH:4][CH:3]=1. Procedure details: 24.9 g (74.1 mmol) of 7-bromo-5-methyl-6-oxo-5,6-dihydro-4H-imidazo[1,5-a][1,4]benzodiazepine-3-carboxylic acid were suspended in 100 ml of N,N-dimethylformamide, treated at room temperature with 14.3 g (89 mmol) of 1,1'-carbonyldiimidazole and stirred at 70° for 30 minutes. 50 ml of 25% ammonia were added dropwise at 25°-30°. The reaction mixture was diluted with 200 ml of water and cooled to 0°, and the crystallizate was filtered off under suction and dried. There were obtained 21.6 g (86%) of... Reactants: FC=1C=C(C=CC1)C1N(CCC(C1)=O)C(=O)Cl (2-(3-fluorophenyl)-4-oxopiperidine-1-carbonyl chloride), FCCNC1=NC2=C(N1C(=O)OCC(C)C)C=CC(=C2)C=2C=CC1=C(CN(CCO1)C(=O)OC(C)(C)C)C2 (1,1-Dimethylethyl 7-(2-[(2-fluoroethyl)amino]-1-{[(2-methylpropyl)oxy]carbonyl}-1H-benzimidazol-5-yl)-2,3-dihydro-1,4-benzoxazepine-4 (5H)-carboxylate), C([O-])([O-])=O.[K+].[K+] (potassium carbonate), C(=O)(C(F)(F)F)O (TFA), CCN(C(C)C)C(C)C (DIPEA). Run in C1CCOC1 (THF). Reaction conditions: time 1 hour. Product: FCCNC1=NC2=C(N1)C=CC(=C2)C=2C=CC1=C(CN(CCO1)C(=O)N1C(CC(CC1)=O)C1=CC(=CC=C1)F)C2 (1-{[7-{2-[(2-fluoroethyl)amino]-1H-benzimidazol-5-yl}-2,3-dihydro-1,4-benzoxazepin-4(5H)-yl]carbonyl}-2-(3-fluorophenyl)piperidin-4-one). The yield is 77.3%. RXN SMILES: [F:1][CH2:2][CH2:3][NH:4][C:5]1[N:9](C(OCC(C)C)=O)[C:8]2[CH:17]=[CH:18][C:19]([C:21]3[CH:22]=[CH:23][C:24]4[O:30][CH2:29][CH2:28][N:27]([C:31](OC(C)(C)C)=[O:32])[CH2:26][C:25]=4[CH:38]=3)=[CH:20][C:7]=2[N:6]=1.C(O)(C(F)(F)F)=O.CCN(C(C)C)C(C)C.[F:55][C:56]1[CH:57]=[C:58]([CH:62]2[CH2:67][C:66](=[O:68])[CH2:65][CH2:64][N:63]2C(Cl)=O)[CH:59]=[CH:60][CH:61]=1.C(=O)([O-])[O-].[K+].[K+]>C1COCC1>[F:1][CH2:2][CH2:3][NH:4][C:5]1[NH:9][C:8]2[CH:17]=[CH:18][C:19]([C:21]3[CH:22]=[CH:23][C:24]4[O:30][CH2:29][CH2:28][N:27]([C:31]([N:63]5[CH2:64][CH2:65][C:66](=[O:68])[CH2:67][CH:62]5[C:58]5[CH:59]=[CH:60][CH:61]=[C:56]([F:55])[CH:57]=5)=[O:32])[CH2:26][C:25]=4[CH:38]=3)=[CH:20][C:7]=2[N:6]=1 |f:4.5.6|. Procedure: 1,1-Dimethylethyl 7-(2-[(2-fluoroethyl)amino]-1-{[(2-methylpropyl)oxy]carbonyl}-1H-benzimidazol-5-yl)-2,3-dihydro-1,4-benzoxazepine-4 (5H)-carboxylate (59.4 mg, 0.11 mmol) was taken into neat TFA (1 mL) and allowed to stand for 1 h at room temperature then concentrated and dried. The residue was taken into THF (5 mL) followed by addition of DIPEA (0.2 mL, 1.1 mmol) followed by addition of 2-(3-fluorophenyl)-4-oxopiperidine-1-carbonyl chloride (reagent preparation 37) (29 mg, 0.11 mmol) in a mini... Reactants: Cc1ncc(Br)cn1, CCO, COCCOC, OB(O)c1ccc(C(F)(F)F)cc1, [Na+], [Na+], O=C([O-])[O-], O, c1ccc(P(c2ccccc2)(c2ccccc2)[Pd](P(c2ccccc2)(c2ccccc2)c2ccccc2)(P(c2ccccc2)(c2ccccc2)c2ccccc2)P(c2ccccc2)(c2ccccc2)c2ccccc2)cc1. Yields the product Cc1ncc(-c2ccc(C(F)(F)F)cc2)cn1. As a reaction SMILES: [Br:7][c:8]1[cH:9][n:10][c:11]([CH3:14])[n:12][cH:13]1.[CH3:28][CH2:29][OH:30].[CH3:32][O:33][CH2:34][CH2:35][O:36][CH3:37].[F:15][C:16]([c:17]1[cH:18][cH:19][c:20]([B:23]([OH:24])[OH:25])[cH:21][cH:22]1)([F:26])[F:27].[Na+:1].[Na+:2].[O-:3][C:4](=[O:5])[O-:6].[OH2:31].[cH:38]1[cH:39][cH:40][c:41]([P:42]([Pd:43]([P:44]([c:45]2[cH:46][cH:47][cH:48][cH:49][cH:50]2)([c:51]2[cH:52][cH:53][cH:54][cH:55][cH:56]2)[c:57]2[cH:58][cH:59][cH:60][cH:61][cH:62]2)([P:63]([c:64]2[cH:65][cH:66][cH:67][cH:68][cH:69]2)([c:70]2[cH:71][cH:72][cH:73][cH:74][cH:75]2)[c:76]2[cH:77][cH:78][cH:79][cH:80][cH:81]2)[P:82]([c:83]2[cH:84][cH:85][cH:86][cH:87][cH:88]2)([c:89]2[cH:90][cH:91][cH:92][cH:93][cH:94]2)[c:95]2[cH:96][cH:97][cH:98][cH:99][cH:100]2)([c:101]2[cH:102][cH:103][cH:104][cH:105][cH:106]2)[c:107]2[cH:108][cH:109][cH:110][cH:111][cH:112]2)[cH:113][cH:114]1>>[c:8]1(-[c:20]2[cH:19][cH:18][c:17]([C:16]([F:15])([F:26])[F:27])[cH:22][cH:21]2)[cH:9][n:10][c:11]([CH3:14])[n:12][cH:13]1. Starting materials: CC[SiH](CC)CC, COc1ccc(Oc2c(C)cc([N+](=O)[O-])cc2C)cc1C(=O)CC1CCCC1, ClCCl, O, O=C(O)C(F)(F)F. Yields the product COc1ccc(Oc2c(C)cc([N+](=O)[O-])cc2C)cc1CCC1CCCC1. Reaction SMILES: [CH2:36]([SiH:37]([CH2:38][CH3:39])[CH2:40][CH3:41])[CH3:42].[CH:1]1([CH2:6][C:7](=[O:8])[c:9]2[c:10]([O:27][CH3:28])[cH:11][cH:12][c:13]([O:15][c:16]3[c:17]([CH3:26])[cH:18][c:19]([N+:23](=[O:24])[O-:25])[cH:20][c:21]3[CH3:22])[cH:14]2)[CH2:2][CH2:3][CH2:4][CH2:5]1.[Cl:44][CH2:45][Cl:46].[OH2:43].[OH:29][C:30]([C:31]([F:32])([F:33])[F:34])=[O:35]>>[CH:1]1([CH2:6][CH2:7][c:9]2[c:10]([O:27][CH3:28])[cH:11][cH:12][c:13]([O:15][c:16]3[c:17]([CH3:26])[cH:18][c:19]([N+:23](=[O:24])[O-:25])[cH:20][c:21]3[CH3:22])[cH:14]2)[CH2:2][CH2:3][CH2:4][CH2:5]1. Reactants: C(C)(=O)C1=C(C(=O)Cl)C=CC=N1 (2-acetylnicotinic acid chloride), N1CCOCC1 (morpholine). Yields the product C(C)(=O)C1=C(CN2CCOCC2)C=CC=N1 (4-(2-acetylnicotinyl)morpholine), compound. The yield is 76.4%. Reaction SMILES: [C:1]([C:4]1[N:12]=[CH:11][CH:10]=[CH:9][C:5]=1[C:6](Cl)=O)(=[O:3])[CH3:2].[NH:13]1[CH2:18][CH2:17][O:16][CH2:15][CH2:14]1>>[C:1]([C:4]1[N:12]=[CH:11][CH:10]=[CH:9][C:5]=1[CH2:6][N:13]1[CH2:18][CH2:17][O:16][CH2:15][CH2:14]1)(=[O:3])[CH3:2]. Procedure: Following the procedures of Example 14, 2-acetylnicotinic acid chloride (1.0 g, 5.5 mmol) and morpholine (0.6 g, 6.7 mmol) are reacted together to give 4-(2-acetylnicotinyl)morpholine, which compound (1.0 g, 4.2 mmol) is then reacted with 4-(3-fluorophenyl)semicarbazide (0.7 g, 4.2 mmol) to give 4-(2-acetylnicotinyl)morpholine 4-(3-fluorophenyl)semicarbazone, m.p. 193°-195° compound 150). The reactants are ice, N1=C(C=CC2=CC=CC=C12)C(=O)O (quinoline-2-carboxylic acid), CO (methanol), S(=O)(Cl)Cl (thionyl chloride). Yields the product N1=C(C=CC2=CC=CC=C12)C(=O)OC (methyl quinoline-2-carboxylate). RXN SMILES: [N:1]1[C:10]2[C:5](=[CH:6][CH:7]=[CH:8][CH:9]=2)[CH:4]=[CH:3][C:2]=1[C:11]([OH:13])=[O:12].S(Cl)(Cl)=O.[CH3:18]O>>[N:1]1[C:10]2[C:5](=[CH:6][CH:7]=[CH:8][CH:9]=2)[CH:4]=[CH:3][C:2]=1[C:11]([O:13][CH3:18])=[O:12]. Reported procedure: To an ice-cooled solution of quinoline-2-carboxylic acid 3.1 (10 g, 0.0578 mol) in 100 mL of absolute methanol was added dropwise thionyl chloride (20 g, 0.173 mol). After the addition was completed, the mixture was heated to reflux for 2 h. The solvent was then evaporated to dryness under reduced pressure and treated with 100 mL of 10% aqueous solution of K2CO3. The mixture was extracted with ethyl acetate; combined organic extracts were dried over sodium sulfate and evaporated to dryness to af... The reactants are C(=O)(N1C=NC=C1)N1C=NC=C1 (1,1′-carbonyldiimidazole), NC1=NC=CC=C1 (2-aminopyridine), CCN(C(C)C)C(C)C (DIPEA), CCN(C(C)C)C(C)C (DIPEA), CC=1C(=NC=CC1)CN(C1CCNCC1)CC1=NC=CC=C1C (Bis-(3-methyl-pyridin-2-ylmethyl)-piperidin-4-yl-amine). Solvent: C(Cl)Cl (CH2Cl2). Run at temperature 60 celsius, time 20 hour. Yields the product N1=C(C=CC=C1)NC(=O)N1CCC(CC1)N(CC1=NC=CC=C1C)CC1=NC=CC=C1C (4-[bis-(3-methyl-pyridin-2-ylmethyl)-amino]-piperidine-1-carboxylic acid pyridin-2-ylamide). Yield: 51.3%. Reaction SMILES: [C:1]([N:8]1[CH:12]=[CH:11][N:10]=[CH:9]1)([N:3]1[CH:7]=[CH:6]N=[CH:4]1)=[O:2].N[C:14]1[CH:19]=CC=CN=1.CCN(C(C)C)C(C)C.[CH3:29][C:30]1[C:31]([CH2:36][N:37]([CH2:44][C:45]2[C:50]([CH3:51])=[CH:49][CH:48]=[CH:47][N:46]=2)[CH:38]2CCNC[CH2:39]2)=[N:32][CH:33]=[CH:34][CH:35]=1>C(Cl)Cl>[N:10]1[CH:11]=[CH:12][CH:19]=[CH:14][C:9]=1[NH:8][C:1]([N:3]1[CH2:4][CH2:39][CH:38]([N:37]([CH2:36][C:31]2[C:30]([CH3:29])=[CH:35][CH:34]=[CH:33][N:32]=2)[CH2:44][C:45]2[C:50]([CH3:51])=[CH:49][CH:48]=[CH:47][N:46]=2)[CH2:6][CH2:7]1)=[O:2]. Reported procedure: A solution of 1,1′-carbonyldiimidazole (0.0924 g, 0.57 mmol), 2-aminopyridine (0.0489 g, 0.52 mmol), and DIPEA (0.18 mL, 1.04 mmol) in CH2Cl2 (6 mL) was stirred at room temperature for 4.5 hours. The mixture was concentrated, then dissolved in DMF (6 mL), and DIPEA (0.18 mL, 1.04 mmol) and COMPOUND 249 (0.1614 g, 0.52 mmol) were added. The mixture stirred at 60° C. for 20 hours, then concentrated. Saturated NaHCO3 (10 mL) was added and extracted with CH2Cl2 (3×40 mL). The combined organic extrac... Reactants: C(C)OC(CN(C1=CC(=CC=C1)COC1=CC=C(C=C1)C1=C(C=C(C(=C1)F)F)OC)C(C)=O)=O ({acetyl-[3-(4′,5′-difluoro-2′-methoxy-biphenyl-4-yloxymethyl)-phenyl]-amino}-acetic acid ethyl ester), O.[OH-].[Li+] (lithium hydroxide hydrate), O1CCCC1 (tetrahydrofuran). Solvent: O (water). Reaction conditions: time 8 hour. Product: C(C)(=O)N(C1=CC(=CC=C1)COC1=CC=C(C=C1)C1=C(C=C(C(=C1)F)F)OC)CC(=O)O ({acetyl-[3-(4′,5′-difluoro-2′-methoxy-biphenyl-4-yloxymethyl)-phenyl]-amino}-acetic acid), solid. Isolated yield 127.0%. As a reaction SMILES: C([O:3][C:4](=[O:34])[CH2:5][N:6]([C:31](=[O:33])[CH3:32])[C:7]1[CH:12]=[CH:11][CH:10]=[C:9]([CH2:13][O:14][C:15]2[CH:20]=[CH:19][C:18]([C:21]3[CH:26]=[C:25]([F:27])[C:24]([F:28])=[CH:23][C:22]=3[O:29][CH3:30])=[CH:17][CH:16]=2)[CH:8]=1)C.O.[OH-].[Li+].O1CCCC1>O>[C:31]([N:6]([CH2:5][C:4]([OH:34])=[O:3])[C:7]1[CH:12]=[CH:11][CH:10]=[C:9]([CH2:13][O:14][C:15]2[CH:16]=[CH:17][C:18]([C:21]3[CH:26]=[C:25]([F:27])[C:24]([F:28])=[CH:23][C:22]=3[O:29][CH3:30])=[CH:19][CH:20]=2)[CH:8]=1)(=[O:33])[CH3:32] |f:1.2.3|. Procedure: To a round bottom flask containing {acetyl-[3-(4′,5′-difluoro-2′-methoxy-biphenyl-4-yloxymethyl)-phenyl]-amino}-acetic acid ethyl ester (10 mg, 0.02 mmol) was added lithium hydroxide hydrate (2 mg, 0.05 mmol), tetrahydrofuran (0.5 mL) and water (0.5 mL). The reaction was stirred at room temperature overnight, diluted with ethyl acetated (25 mL) and washed with aqueous HCl (0.1 M, 25 mL) and brine (25 mL), dried over magnesium sulfate, concentrated and dried from hexanes/methylene chloride mixtur...